Dataset: the Open Reaction Database (ORD), a public repository of structured organic reaction records. Task: describe an organic reaction: reactants, conditions, products, and yield Product: OC1(c2ccc(Br)cc2)CCN(CCCc2noc3cc(F)ccc23)CC1. RXN SMILES: [Br:1][CH2:2][CH2:3][Br:4].[Br:5][c:6]1[cH:7][cH:8][c:9]([Br:10])[cH:11][cH:12]1.[CH2:35]([O:36][CH2:37][CH3:38])[CH3:39].[Cl-:33].[F:13][c:14]1[cH:15][c:16]2[c:17]([c:18]([CH2:21][CH2:22][CH2:23][N:24]3[CH2:25][CH2:26][C:27](=[O:30])[CH2:28][CH2:29]3)[n:19][o:20]2)[cH:31][cH:32]1.[NH4+:34].[O:40]1[CH2:41][CH2:42][CH2:43][CH2:44]1>>[c:6]1([C:27]2([OH:30])[CH2:26][CH2:25][N:24]([CH2:23][CH2:22][CH2:21][c:18]3[c:17]4[c:16]([cH:15][c:14]([F:13])[cH:32][cH:31]4)[o:20][n:19]3)[CH2:29][CH2:28]2)[cH:7][cH:8][c:9]([Br:10])[cH:11][cH:12]1. The reactants are BrCCBr, Brc1ccc(Br)cc1, CCOCC, [Cl-], O=C1CCN(CCCc2noc3cc(F)ccc23)CC1, [NH4+], C1CCOC1.